The task is: describe an organic reaction: reactants, conditions, products, and yield. This data is from the Open Reaction Database (ORD), a public repository of structured organic reaction records. The solvent is CCO (EtOH). Conditions: temperature 70 celsius. As a reaction SMILES: [Cl:1][C:2]1[CH:3]=[N:4][CH:5]=[CH:6][C:7]=1[C:8]1[C:9]([C:18]2[CH:19]=[N:20][CH:21]=[CH:22][CH:23]=2)=[N:10][C:11]([NH2:17])=[C:12]([N+:14]([O-])=O)[CH:13]=1.Cl>CCO.[Fe]>[Cl:1][C:2]1[CH:3]=[N:4][CH:5]=[CH:6][C:7]=1[C:8]1[C:9]([C:18]2[CH:19]=[N:20][CH:21]=[CH:22][CH:23]=2)=[N:10][C:11]([NH2:17])=[C:12]([NH2:14])[CH:13]=1. The reagents and catalysts are [Fe] (Iron). Procedure details: 3″-chloro-5′-nitro-3,2′:3′,4″-terpyridin-6′-amine (127 mg, 0.39 mmol) was dissolved in EtOH (4.0 mL) and conc. HCl (245 μL). Iron metal (109 mg, 1.09 mmol) was added to the suspension and the mixture was heated to 70° C. for 1 h. The suspension was then filtered through Celite® and the solvent removed in vacuo. NaHCO3 (20 mL of a 4% w/w aqueous solution) was added to the residue and the aqueous phase was extracted with AcOEt (3×20 mL). The organic layer was dried, filtered and concentrated to dr... The yield is 44.8%. Reactants: ClC=1C=NC=CC1C=1C(=NC(=C(C1)[N+](=O)[O-])N)C=1C=NC=CC1 (3″-chloro-5′-nitro-3,2′:3′,4″-terpyridin-6′-amine), Cl (HCl). Yields the product ClC=1C=NC=CC1C=1C(=NC(=C(C1)N)N)C=1C=NC=CC1 (3″-Chloro-3,2′:3′,4″-terpyridine-5′,6′-diamine).